From a dataset of the Open Reaction Database (ORD), a public repository of structured organic reaction records. describe an organic reaction: reactants, conditions, products, and yield The reactants are C1COCCO1, COCCN, Cc1cc(Nc2cc(Cl)nc(N3CCCC3c3cc(-c4ccccn4)no3)n2)n[nH]1. The product is COCCNc1cc(Nc2cc(C)[nH]n2)nc(N2CCCC2c2cc(-c3ccccn3)no2)n1. As a reaction SMILES: [CH2:36]1[O:37][CH2:38][CH2:39][O:40][CH2:41]1.[CH3:31][O:32][CH2:33][CH2:34][NH2:35].[Cl:1][c:2]1[cH:3][c:4]([NH:24][c:25]2[n:26][nH:27][c:28]([CH3:30])[cH:29]2)[n:5][c:6]([N:8]2[CH:9]([c:13]3[cH:14][c:15](-[c:18]4[n:19][cH:20][cH:21][cH:22][cH:23]4)[n:16][o:17]3)[CH2:10][CH2:11][CH2:12]2)[n:7]1>>[c:2]1([NH:35][CH2:34][CH2:33][O:32][CH3:31])[cH:3][c:4]([NH:24][c:25]2[n:26][nH:27][c:28]([CH3:30])[cH:29]2)[n:5][c:6]([N:8]2[CH:9]([c:13]3[cH:14][c:15](-[c:18]4[n:19][cH:20][cH:21][cH:22][cH:23]4)[n:16][o:17]3)[CH2:10][CH2:11][CH2:12]2)[n:7]1. Reactants: O=C([O-])[O-], CCOC(=O)c1ccc2c(c1)CC(C)(C)C(c1cccc(Br)c1)N2, C1CNCCN1, CN(C)CC(=O)O, CS(C)=O, Cl, [Cu]I, [K+], [K+]. The product is CCOC(=O)c1ccc2c(c1)CC(C)(C)C(c1cccc(N3CCNCC3)c1)N2. Reaction SMILES: [C:39](=[O:40])([O-:41])[O-:42].[CH2:1]([CH3:2])[O:3][C:4](=[O:5])[c:6]1[cH:7][c:8]2[c:13]([cH:14][cH:15]1)[NH:12][CH:11]([c:16]1[cH:17][c:18]([Br:22])[cH:19][cH:20][cH:21]1)[C:10]([CH3:23])([CH3:24])[CH2:9]2.[CH2:25]1[CH2:26][NH:27][CH2:28][CH2:29][NH:30]1.[CH3:32][N:33]([CH3:34])[CH2:35][C:36]([OH:37])=[O:38].[CH3:45][S:46](=[O:47])[CH3:48].[ClH:31].[Cu:49][I:50].[K+:43].[K+:44]>>[CH2:1]([CH3:2])[O:3][C:4](=[O:5])[c:6]1[cH:7][c:8]2[c:13]([cH:14][cH:15]1)[NH:12][CH:11]([c:16]1[cH:17][c:18]([N:27]3[CH2:26][CH2:25][NH:30][CH2:29][CH2:28]3)[cH:19][cH:20][cH:21]1)[C:10]([CH3:23])([CH3:24])[CH2:9]2. Starting materials: C1(=CC=CC=C1)OC(=O)N1CCC(CC1)(CCC)C1=CC(=CC=C1)OC(C)C (4-(3-(1-methylethoxy)phenyl)-4-n-propyl-1-piperidinecarboxylic acid phenyl ester), Br (hydrobromic acid), C(C)(=O)O (acetic acid). Solvent: O (water). The product is OC=1C=C(C=CC1)C1(CCNCC1)CCC (4-(3-Hydroxyphenyl)-4-n-propylpiperidine). The yield is 48.4%. As a reaction SMILES: C1(OC([N:10]2[CH2:15][CH2:14][C:13]([C:19]3[CH:24]=[CH:23][CH:22]=[C:21]([O:25]C(C)C)[CH:20]=3)([CH2:16][CH2:17][CH3:18])[CH2:12][CH2:11]2)=O)C=CC=CC=1.Br.C(O)(=O)C>O>[OH:25][C:21]1[CH:20]=[C:19]([C:13]2([CH2:16][CH2:17][CH3:18])[CH2:14][CH2:15][NH:10][CH2:11][CH2:12]2)[CH:24]=[CH:23][CH:22]=1. Reported procedure: A solution of 4-(3-(1-methylethoxy)phenyl)-4-n-propyl-1-piperidinecarboxylic acid phenyl ester (Preparation 66, 6.7 g, 17.6 mmol) in 1:1 47% aqueous hydrobromic acid:glacial acetic acid (20 ml) was heated under reflux overnight. The solution was allowed to cool to room temperature and water (10 ml) was added. The aqueous layer was extracted with methyl tert-butyl ether (3×20 ml) to remove phenol as by-product. The aqueous layer was basified with 10M aqueous sodium hydroxide solution. At approxim... Starting materials: ClCCl, CC(C)(C)CNCC(C)(C)n1cnc(N)c1, CCN(C(C)C)C(C)C, CCCC(NC1CCc2cc(F)cc(F)c2C1)C(=O)O, CN(C)C=O. Yields the product CCCC(NC1CCc2cc(F)cc(F)c2C1)C(=O)Nc1cn(C(C)(C)CNCC(C)(C)C)cn1. As a reaction SMILES: [CH2:51]([Cl:52])[Cl:53].[CH3:30][C:31]([CH2:32][NH:33][CH2:34][C:35]([CH3:36])([CH3:37])[n:38]1[cH:39][n:40][c:41]([NH2:43])[cH:42]1)([CH3:44])[CH3:45].[CH:21]([N:22]([CH:23]([CH3:24])[CH3:25])[CH2:26][CH3:27])([CH3:28])[CH3:29].[F:1][c:2]1[cH:3][c:4]2[c:9]([c:10]([F:12])[cH:11]1)[CH2:8][CH:7]([NH:13][CH:14]([C:15](=[O:16])[OH:17])[CH2:18][CH2:19][CH3:20])[CH2:6][CH2:5]2.[O:46]=[CH:47][N:48]([CH3:49])[CH3:50]>>[F:1][c:2]1[cH:3][c:4]2[c:9]([c:10]([F:12])[cH:11]1)[CH2:8][CH:7]([NH:13][CH:14]([C:15](=[O:17])[NH:43][c:41]1[n:40][cH:39][n:38]([C:35]([CH2:34][NH:33][CH2:32][C:31]([CH3:30])([CH3:44])[CH3:45])([CH3:36])[CH3:37])[cH:42]1)[CH2:18][CH2:19][CH3:20])[CH2:6][CH2:5]2. Starting materials: CC(C)(CCN=[N+]=[N-])CC1NC(C(=O)NCCC2COC(C)(C)O2)C(c2cccc(Cl)c2F)C1(C#N)c1ccc(Cl)cc1F, CCOC(C)=O. Product: CC(C)(CCN)CC1NC(C(=O)NCCC2COC(C)(C)O2)C(c2cccc(Cl)c2F)C1(C#N)c1ccc(Cl)cc1F. Reaction SMILES: [CH3:1][C:2]1([CH3:44])[O:3][CH2:4][CH:5]([CH2:7][CH2:8][NH:9][C:10](=[O:11])[CH:12]2[NH:13][CH:14]([CH2:35][C:36]([CH2:37][CH2:38][N:39]=[N+:40]=[N-:41])([CH3:42])[CH3:43])[C:15]([C:25]#[N:26])([c:27]3[c:28]([F:34])[cH:29][c:30]([Cl:33])[cH:31][cH:32]3)[CH:16]2[c:17]2[c:18]([F:24])[c:19]([Cl:23])[cH:20][cH:21][cH:22]2)[O:6]1.[CH3:45][CH2:46][O:47][C:48](=[O:49])[CH3:50]>>[CH3:1][C:2]1([CH3:44])[O:3][CH2:4][CH:5]([CH2:7][CH2:8][NH:9][C:10](=[O:11])[CH:12]2[NH:13][CH:14]([CH2:35][C:36]([CH2:37][CH2:38][NH2:39])([CH3:42])[CH3:43])[C:15]([C:25]#[N:26])([c:27]3[c:28]([F:34])[cH:29][c:30]([Cl:33])[cH:31][cH:32]3)[CH:16]2[c:17]2[c:18]([F:24])[c:19]([Cl:23])[cH:20][cH:21][cH:22]2)[O:6]1. Starting materials: NN1C(C(=C(C2=CC=CC=C12)O)C1=NS(C2=C(N1)C=CC(=C2)OCC2=CC=CC=C2)(=O)=O)=O (1-amino-3-[7-(benzyloxy)-1,1-dioxido-4H-1,2,4-benzothiadiazin-3-yl]-4-hydroxyquinolin-2(1H)-one), C1(CCC1)=O (cyclobutanone). Run in CN(C(C)=O)C (N,N-dimethylacetamide). Reaction conditions: temperature 25 celsius. Yields the product C(C1=CC=CC=C1)OC1=CC2=C(NC(=NS2(=O)=O)C=2C(N(C3=CC=CC=C3C2O)N=C2CCC2)=O)C=C1 (3-[7-(benzyloxy)-1,1-dioxido-4H-1,2,4-benzothiadiazin-3-yl]-1-(cyclobutylideneamino)-4-hydroxyquinolin-2(1H)-one). The yield is 55.8%. RXN SMILES: [NH2:1][N:2]1[C:11]2[C:6](=[CH:7][CH:8]=[CH:9][CH:10]=2)[C:5]([OH:12])=[C:4]([C:13]2[NH:18][C:17]3[CH:19]=[CH:20][C:21]([O:23][CH2:24][C:25]4[CH:30]=[CH:29][CH:28]=[CH:27][CH:26]=4)=[CH:22][C:16]=3[S:15](=[O:32])(=[O:31])[N:14]=2)[C:3]1=[O:33].[C:34]1(=O)[CH2:37][CH2:36][CH2:35]1>CN(C)C(=O)C>[CH2:24]([O:23][C:21]1[CH:20]=[CH:19][C:17]2[NH:18][C:13]([C:4]3[C:3](=[O:33])[N:2]([N:1]=[C:34]4[CH2:37][CH2:36][CH2:35]4)[C:11]4[C:6]([C:5]=3[OH:12])=[CH:7][CH:8]=[CH:9][CH:10]=4)=[N:14][S:15](=[O:32])(=[O:31])[C:16]=2[CH:22]=1)[C:25]1[CH:26]=[CH:27][CH:28]=[CH:29][CH:30]=1. Procedure details: The product of Example 304F (0.285 g, 0.62 mmol) in N,N-dimethylacetamide (1.5 mL) was reacted with cyclobutanone (0.85 mL, 10.9 mmol) in a sealed tube in a microwave reactor at 130° C. for 45 minutes. The reaction was cooled to 25° C., concentrated under a stream of nitrogen warmed through a manifold heated to 165° C. and the resulting residue was triturated with diethyl ether to give the title compound (0.178 g, 56%).